This data is from the Open Reaction Database (ORD), a public repository of structured organic reaction records. The task is: describe an organic reaction: reactants, conditions, products, and yield The product is Cc1nc(C(C)C)c(Cc2cc(Cl)cc(Cl)c2)n1C. The reactants are O=C([O-])[O-], CI, CC(C)=O, Cc1nc(C(C)C)c(Cc2cc(Cl)cc(Cl)c2)[nH]1, [K+], [K+]. Reaction SMILES: [C:19](=[O:20])([O-:21])[O-:22].[CH3:25][I:26].[CH3:27][C:28](=[O:29])[CH3:30].[Cl:1][c:2]1[cH:3][c:4]([CH2:5][c:6]2[c:7]([CH:12]([CH3:13])[CH3:14])[n:8][c:9]([CH3:11])[nH:10]2)[cH:15][c:16]([Cl:18])[cH:17]1.[K+:23].[K+:24]>>[Cl:1][c:2]1[cH:3][c:4]([CH2:5][c:6]2[c:7]([CH:12]([CH3:13])[CH3:14])[n:8][c:9]([CH3:11])[n:10]2[CH3:19])[cH:15][c:16]([Cl:18])[cH:17]1. The reactants are OC=1C(=CC=2C(=C3NC4=CC=CC=C4C3=CC2)C1)C(=O)O (2-Hydroxy-11H-benzo(a)carbazole-3-carboxylic acid), NC1=CC=CC=C1 (aniline), P(=O)(Cl)(Cl)Cl (phosphorus oxychloride), ClC1=C(C=CC=C1)Cl (o-dichlorobenzene). Conditions: time 5 hour. Yields the product anilide, OC=1C(=CC=2C(=C3NC4=CC=CC=C4C3=CC2)C1)C(=O)NC1=CC=CC=C1 (2-hydroxy-11H-benzo(a)carbazole-3-carboxanilide). Reaction SMILES: OC1[C:3]([C:19]([OH:21])=O)=[CH:4][C:5]2[C:6]([CH:18]=1)=[C:7]1[C:15](=[CH:16][CH:17]=2)[C:14]2[C:9](=[CH:10][CH:11]=[CH:12][CH:13]=2)[NH:8]1.[NH2:22][C:23]1C=CC=CC=1.P(Cl)(Cl)(Cl)=[O:30].Cl[C:35]1[CH:40]=[CH:39][CH:38]=[CH:37][C:36]=1Cl>>[OH:21][C:19]1[C:3]([C:23]([NH:22][C:35]2[CH:40]=[CH:39][CH:38]=[CH:37][CH:36]=2)=[O:30])=[CH:4][C:5]2[C:6]([CH:18]=1)=[C:7]1[C:15](=[CH:16][CH:17]=2)[C:14]2[C:9](=[CH:10][CH:11]=[CH:12][CH:13]=2)[NH:8]1. Procedure: 2-Hydroxy-11H-benzo(a)carbazole-3-carboxylic acid (0.5 gram, 1.8 millimoles) was reacted with aniline (0.44 gram, 4.5 millimoles) in 10 milliliters of o-dichlorobenzene in the presence of a condensing reagent, phosphorus oxychloride (0.37 gram, 2.4 millimoles), at reflux under a nitrogen atmosphere. After 5 hours, TLC analysis revealed that the starting acid was consumed, but that no anilide product, 2-hydroxy-11H-benzo(a)carbazole-3-carboxanilide, was formed. Reactants: S(=O)(=O)(C)Cl (Mesylchloride), O1[C@@H](CCC1)CO ((S)-1-(Tetrahydro-furan-2-yl)-methanol), ice water. Solvent: N1=CC=CC=C1 (pyridine). Conditions: time 1.5 hour. The product is O1[C@@H](CCC1)COS(=O)(=O)C (Methanesulfonic acid (S)-1-(tetrahydro-furan-2-yl)methyl ester). As a reaction SMILES: [S:1](Cl)([CH3:4])(=[O:3])=[O:2].[O:6]1[CH2:10][CH2:9][CH2:8][C@H:7]1[CH2:11][OH:12]>N1C=CC=CC=1>[O:6]1[CH2:10][CH2:9][CH2:8][C@H:7]1[CH2:11][O:12][S:1]([CH3:4])(=[O:3])=[O:2]. Procedure details: Mesylchloride (12.1 g) was added to a mixture of (S)-1-(Tetrahydro-furan-2-yl)-methanol (10.0 g) and pyridine (55 mL) at −15° C. and stirred for 1.5 hours at room temperature. The mixture was poured into ice water and extracted with ethyl acetate. The organic phase was washed with a solution of potassium hydrogensulfate (20%) and with a solution of saturated sodium hydrogencarbonate, dried over magnesium sulfate and concentrated. The reactants are CCC12CCC3C4CCCC=C4CCC3C1CCC2O, CC(C)=O. The product is CCC12CCC3C4CCCC=C4CCC3C1CCC2=O. Reaction SMILES: [CH2:1]([CH3:2])[C:3]12[CH:4]([OH:20])[CH2:5][CH2:6][CH:7]1[CH:8]1[CH:9]([CH2:10][CH2:11]2)[CH:12]2[CH2:13][CH2:14][CH2:15][CH:16]=[C:17]2[CH2:18][CH2:19]1.[CH3:21][C:22](=[O:23])[CH3:24]>>[CH2:1]([CH3:2])[C:3]12[C:4](=[O:20])[CH2:5][CH2:6][CH:7]1[CH:8]1[CH:9]([CH2:10][CH2:11]2)[CH:12]2[CH2:13][CH2:14][CH2:15][CH:16]=[C:17]2[CH2:18][CH2:19]1. The reactants are Cl (hydrochloric acid), BrC=1C=C2C=CC(=CC2=CC1)OCCF (6-bromo-2-(2-fluoroethoxy)naphthalene), Compound 157, BrC=1C=C2C=CC(=CC2=CC1)O (6-bromo- 2hydroxynaphthalene), BrC(C)C (2-bromopropane), tetrabis(triphenylphosphine)palladium, BrC(C)C (2-bromopropane), [Mg] (magnesium). Reagents/catalysts: [Cl-].[Zn+2].[Cl-] (zinc chloride). Solvent: O1CCCC1 (tetrahydrofuran), O1CCCC1 (tetrahydrofuran), O1CCCC1 (tetrahydrofuran), O1CCCC1 (tetrahydrofuran). Conditions: temperature 50 celsius. The product is FCCOC1=CC2=CC=C(C=C2C=C1)C(C)C (2-(2-fluoroethoxy)-6-(1-methylethyl)naphthalene). The yield is 49.4%. RXN SMILES: Br[CH:2]([CH3:4])[CH3:3].[Mg].Br[C:7]1[CH:8]=[C:9]2[C:14](=[CH:15][CH:16]=1)[CH:13]=[C:12]([O:17][CH2:18][CH2:19][F:20])[CH:11]=[CH:10]2.BrC1C=C2C(=CC=1)C=C(O)C=C2.Cl>O1CCCC1.[Cl-].[Zn+2].[Cl-]>[F:20][CH2:19][CH2:18][O:17][C:12]1[CH:11]=[CH:10][C:9]2[C:14](=[CH:15][CH:16]=[C:7]([CH:2]([CH3:4])[CH3:3])[CH:8]=2)[CH:13]=1 |f:6.7.8|. Reported procedure: A solution of 0.92 grams (0.0074 mole) of 2-bromopropane in 5 ml of dry tetrahydrofuran was added to a stirred mixture of 0.9 gram (0.04 mole) of magnesium turnings. This mixture was heated to initiate the reaction. A solution of 3.68 grams (0.0296 mole) of 2-bromopropane in 20 ml of dry tetrahydrofuran was added dropwise to the mixture. After complete addition the reaction mixture was stirred and heated at reflux for one hour. The reaction mixture was cooled, and the solution was decanted from ... Starting materials: COC(=O)C=1SC=CC1S(=O)(=O)NC=1C=CC=C2C=C(NC12)C(=O)OCC (ethyl 7-({[2-(methoxycarbonyl)-3-thienyl]sulfonyl}amino)-1H-indole-2-carboxylate), CO (methanol), [OH-].[K+] (potassium hydroxide), C(CC(O)(C(=O)O)CC(=O)O)(=O)O (citric acid). The solvent is O1CCCC1 (tetrahydrofuran). Conditions: time 18 hour. Product: C(=O)(O)C=1SC=CC1S(=O)(=O)NC=1C=CC=C2C=C(NC12)C(=O)O (7-{[(2-Carboxy-3-thienyl)sulfonyl]amino}-1H-indole-2-carboxylic acid). Yield: 61.5%. Reaction SMILES: C[O:2][C:3]([C:5]1[S:6][CH:7]=[CH:8][C:9]=1[S:10]([NH:13][C:14]1[CH:15]=[CH:16][CH:17]=[C:18]2[C:22]=1[NH:21][C:20]([C:23]([O:25]CC)=[O:24])=[CH:19]2)(=[O:12])=[O:11])=[O:4].CO.[OH-].[K+].C(O)(=O)CC(CC(O)=O)(C(O)=O)O>O1CCCC1>[C:3]([C:5]1[S:6][CH:7]=[CH:8][C:9]=1[S:10]([NH:13][C:14]1[CH:15]=[CH:16][CH:17]=[C:18]2[C:22]=1[NH:21][C:20]([C:23]([OH:25])=[O:24])=[CH:19]2)(=[O:12])=[O:11])([OH:4])=[O:2] |f:2.3|. Procedure details: To a mixed solution of ethyl 7-({[2-(methoxycarbonyl)-3-thienyl]sulfonyl}amino)-1H-indole-2-carboxylate (0.35 g) in tetrahydrofuran (10 mL)-methanol (10 mL) was added aqueous solution (5 mL) of 85% potassium hydroxide (350 mg), and the mixture was stirred at room temperature for 18 hr. Aqueous citric acid solution was added to the reaction mixture, and the mixture was extracted with ethyl acetate, washed with saturated brine, dried over anhydrous magnesium sulfate, and concentrated under reduced... The reactants are C(CCC)[Sn](CCCC)(CCCC)Cl (tri-n-butyltin chloride), ClC1=NC=CC(=N1)Cl (2,4-Dichloropyrimidine), C(C)(C)[Mg]Cl (Isopropylmagnesium chloride), BrC1=CN=C2N1C=CC(=C2F)C(C)(C)O[Si](CC)(CC)CC (3-bromo-8-fluoro-7-[2-(triethylsilyloxy)prop-2-yl]imidazo[1,2-α]pyridine). Reagents/catalysts: C=1C=CC(=CC1)[P](C=2C=CC=CC2)(C=3C=CC=CC3)[Pd]([P](C=4C=CC=CC4)(C=5C=CC=CC5)C=6C=CC=CC6)([P](C=7C=CC=CC7)(C=8C=CC=CC8)C=9C=CC=CC9)[P](C=1C=CC=CC1)(C=1C=CC=CC1)C=1C=CC=CC1 (Tetrakis(triphenylphosphine)palladium(0)), [Cu]I (copper(I) iodide). Solvent: O (water), C1CCOC1 (THF). Conditions: time 10 minute. Yields the product ClC1=NC=CC(=N1)C1=CN=C2N1C=CC(=C2F)C(C)(C)O[Si](CC)(CC)CC (3-(2-chloropyrimidin-4-yl)-8-fluoro-7-[2-(triethylsilyloxy)prop-2-yl]imidazo[1,2-α]pyridine), solid. Reaction SMILES: C([Mg]Cl)(C)C.Br[C:7]1[N:11]2[CH:12]=[CH:13][C:14]([C:17]([O:20][Si:21]([CH2:26][CH3:27])([CH2:24][CH3:25])[CH2:22][CH3:23])([CH3:19])[CH3:18])=[C:15]([F:16])[C:10]2=[N:9][CH:8]=1.C([Sn](Cl)(CCCC)CCCC)CCC.[Cl:42][C:43]1[N:48]=[C:47](Cl)[CH:46]=[CH:45][N:44]=1>C1COCC1.C1C=CC([P]([Pd]([P](C2C=CC=CC=2)(C2C=CC=CC=2)C2C=CC=CC=2)([P](C2C=CC=CC=2)(C2C=CC=CC=2)C2C=CC=CC=2)[P](C2C=CC=CC=2)(C2C=CC=CC=2)C2C=CC=CC=2)(C2C=CC=CC=2)C2C=CC=CC=2)=CC=1.[Cu]I.O>[Cl:42][C:43]1[N:48]=[C:47]([C:7]2[N:11]3[CH:12]=[CH:13][C:14]([C:17]([O:20][Si:21]([CH2:26][CH3:27])([CH2:22][CH3:23])[CH2:24][CH3:25])([CH3:18])[CH3:19])=[C:15]([F:16])[C:10]3=[N:9][CH:8]=2)[CH:46]=[CH:45][N:44]=1 |^1:58,60,79,98|. Reported procedure: Isopropylmagnesium chloride (2.0M in THF; 5.7 ml, 11.4 mmol) was added dropwise to a stirred, cold (−78° C.) solution of 3-bromo-8-fluoro-7-[2-(triethylsilyloxy)prop-2-yl]imidazo[1,2-α]pyridine (4.0 g, 10.3 mmol) in THF (80 ml). After 10 min, tri-n-butyltin chloride (3.22 ml, 11.9 mmol) was added in a single portion and the mixture was stirred for 30 min, then warmed to ambient temperature. 2,4-Dichloropyrimidine (2.31 g, 15.5 mmol) was added and the mixture degassed by bubbling through N2. Tetr...